This data is from the Open Reaction Database (ORD), a public repository of structured organic reaction records. The task is: describe an organic reaction: reactants, conditions, products, and yield The reactants are CCOCc1nc2c(N)ncc(C)c2n1CCCCN, O=C=NC1CC1c1ccccc1. As a reaction SMILES: [NH2:13][CH2:14][CH2:15][CH2:16][CH2:17][n:18]1[c:19]([CH2:29][O:30][CH2:31][CH3:32])[n:20][c:21]2[c:22]([NH2:28])[n:23][cH:24][c:25]([CH3:27])[c:26]12.[c:1]1([CH:7]2[CH:8]([N:10]=[C:11]=[O:12])[CH2:9]2)[cH:2][cH:3][cH:4][cH:5][cH:6]1>>[c:1]1([CH:7]2[CH:8]([NH:10][C:11](=[O:12])[NH:13][CH2:14][CH2:15][CH2:16][CH2:17][n:18]3[c:19]([CH2:29][O:30][CH2:31][CH3:32])[n:20][c:21]4[c:22]([NH2:28])[n:23][cH:24][c:25]([CH3:27])[c:26]34)[CH2:9]2)[cH:2][cH:3][cH:4][cH:5][cH:6]1. The product is CCOCc1nc2c(N)ncc(C)c2n1CCCCNC(=O)NC1CC1c1ccccc1.